This data is from the Open Reaction Database (ORD), a public repository of structured organic reaction records. The task is: describe an organic reaction: reactants, conditions, products, and yield Reactants: CCOC(=O)C1CCC(n2nc(C)c(C)c2C)CC1, C1COCCO1, Cl, [Na+], [OH-]. The product is Cc1nn(C2CCC(C(=O)O)CC2)c(C)c1C. RXN SMILES: [CH2:1]([CH3:2])[O:3][C:4](=[O:5])[CH:6]1[CH2:7][CH2:8][CH:9]([n:12]2[n:13][c:14]([CH3:19])[c:15]([CH3:18])[c:16]2[CH3:17])[CH2:10][CH2:11]1.[CH2:23]1[O:24][CH2:25][CH2:26][O:27][CH2:28]1.[ClH:22].[Na+:21].[OH-:20]>>[O:3]=[C:4]([OH:5])[CH:6]1[CH2:7][CH2:8][CH:9]([n:12]2[n:13][c:14]([CH3:19])[c:15]([CH3:18])[c:16]2[CH3:17])[CH2:10][CH2:11]1. Starting materials: CC(C)Oc1ccc(CC(NC(=O)C2CCCCN2S(=O)(=O)c2cccc(F)c2)C(=O)OCc2ccccc2)cc1, CCO. The product is CC(C)Oc1ccc(CC(NC(=O)C2CCCCN2S(=O)(=O)c2cccc(F)c2)C(=O)O)cc1. Reaction SMILES: [CH2:1]([c:2]1[cH:3][cH:4][cH:5][cH:6][cH:7]1)[O:8][C:9]([CH:10]([CH2:11][c:12]1[cH:13][cH:14][c:15]([O:18][CH:19]([CH3:20])[CH3:21])[cH:16][cH:17]1)[NH:22][C:23](=[O:24])[CH:25]1[N:26]([S:31](=[O:32])(=[O:33])[c:34]2[cH:35][c:36]([F:40])[cH:37][cH:38][cH:39]2)[CH2:27][CH2:28][CH2:29][CH2:30]1)=[O:41].[CH3:42][CH2:43][OH:44]>>[O:8]=[C:9]([CH:10]([CH2:11][c:12]1[cH:13][cH:14][c:15]([O:18][CH:19]([CH3:20])[CH3:21])[cH:16][cH:17]1)[NH:22][C:23](=[O:24])[CH:25]1[N:26]([S:31](=[O:32])(=[O:33])[c:34]2[cH:35][c:36]([F:40])[cH:37][cH:38][cH:39]2)[CH2:27][CH2:28][CH2:29][CH2:30]1)[OH:41]. Reactants: CCCC(CC(=O)OCC)n1ccc2cc([N+](=O)[O-])ccc21, CCO, [H][H]. The product is CCCC(CC(=O)OCC)n1ccc2cc(N)ccc21. As a reaction SMILES: [CH2:1]([CH3:2])[O:3][C:4]([CH2:5][CH:6]([CH2:7][CH2:8][CH3:9])[n:10]1[cH:11][cH:12][c:13]2[cH:14][c:15]([N+:19]([O-:20])=[O:21])[cH:16][cH:17][c:18]12)=[O:22].[CH3:25][CH2:26][OH:27].[H:23][H:24]>>[CH2:1]([CH3:2])[O:3][C:4]([CH2:5][CH:6]([CH2:7][CH2:8][CH3:9])[n:10]1[cH:11][cH:12][c:13]2[cH:14][c:15]([NH2:19])[cH:16][cH:17][c:18]12)=[O:22].